From a dataset of the Open Reaction Database (ORD), a public repository of structured organic reaction records. describe an organic reaction: reactants, conditions, products, and yield Reactants: BrC1=CC(=C(C(=C1)C)O)C (4-bromo-2,6-dimethylphenol), N1C=NC=C1 (imidazole), C(C)(C)(C)[Si](Cl)(C)C (t-butyldimethylchlorosilane). Solvent: C(Cl)Cl (CH2Cl2). Yields the product BrC1=CC(=C(O[Si](C)(C)C(C)(C)C)C(=C1)C)C ((4-Bromo-2,6-dimethyl-phenoxy)-tert-butyl-dimethyl-silane). Yield: 86.6%. Reaction SMILES: [Br:1][C:2]1[CH:7]=[C:6]([CH3:8])[C:5]([OH:9])=[C:4]([CH3:10])[CH:3]=1.N1C=CN=C1.[C:16]([Si:20]([CH3:23])([CH3:22])Cl)([CH3:19])([CH3:18])[CH3:17]>C(Cl)Cl>[Br:1][C:2]1[CH:7]=[C:6]([CH3:8])[C:5]([O:9][Si:20]([C:16]([CH3:19])([CH3:18])[CH3:17])([CH3:23])[CH3:22])=[C:4]([CH3:10])[CH:3]=1. Procedure: Dissolve 4-bromo-2,6-dimethylphenol (30.16 g, 150 mmol) and imidazole (26.6 g, 390 mmol) in CH2Cl2. Added t-butyldimethylchlorosilane (36.17 g, 240 mmol) and stirred mechanically for 3 h. The solids were vacuum filtered and the filtrate concentrated. Suspended the resulting residue in water and extracted with ethyl acetate (2×150 mL). The combined organic portions were washed with water (150 mL) and brine (150 mL) and then dried (Na2SO4), filtered and concentrated in vacuo to give a light brown ... Reactants: BrCC(O[Si](C)(C)C(C)(C)C)C1=C2C=CC(NC2=C(C=C1)OCC1=CC=CC=C1)=O (5-(2-bromo-1-(tert-butyl-dimethyl-silanyloxy)-ethyl)-8-benzyloxy-1H-quinolin-2-one), NC1=CC=C(C=C1)CCN (2-(4-aminophenyl)ethylamine). Solvent: CS(=O)C (dimethylsulfoxide), C(C)(=O)OCC (ethyl acetate). Reaction conditions: temperature 100 celsius. Product: NC1=CC=C(C=C1)CCNC[C@H](O[Si](C)(C)C(C)(C)C)C1=C2C=CC(NC2=C(C=C1)OCC1=CC=CC=C1)=O (5-{(R)-2-[2-(4-amino-phenyl)-ethylamino]-1-(tert-butyl-dimethyl-silanyloxy)-ethyl]-8-benzyloxy-1H-quinolin-2-one). Isolated yield 91.6%. RXN SMILES: Br[CH2:2][CH:3]([C:12]1[CH:21]=[CH:20][C:19]([O:22][CH2:23][C:24]2[CH:29]=[CH:28][CH:27]=[CH:26][CH:25]=2)=[C:18]2[C:13]=1[CH:14]=[CH:15][C:16](=[O:30])[NH:17]2)[O:4][Si:5]([C:8]([CH3:11])([CH3:10])[CH3:9])([CH3:7])[CH3:6].[NH2:31][C:32]1[CH:37]=[CH:36][C:35]([CH2:38][CH2:39][NH2:40])=[CH:34][CH:33]=1>CS(C)=O.C(OCC)(=O)C>[NH2:31][C:32]1[CH:37]=[CH:36][C:35]([CH2:38][CH2:39][NH:40][CH2:2][C@@H:3]([C:12]2[CH:21]=[CH:20][C:19]([O:22][CH2:23][C:24]3[CH:29]=[CH:28][CH:27]=[CH:26][CH:25]=3)=[C:18]3[C:13]=2[CH:14]=[CH:15][C:16](=[O:30])[NH:17]3)[O:4][Si:5]([C:8]([CH3:11])([CH3:10])[CH3:9])([CH3:7])[CH3:6])=[CH:34][CH:33]=1. Reported procedure: A mixture of 5-(2-bromo-1-(tert-butyl-dimethyl-silanyloxy)-ethyl)-8-benzyloxy-1H-quinolin-2-one (5.0 g, 1.0 equiv) and 2-(4-aminophenyl)ethylamine (2.8 g, 2.0 equiv) in dimethylsulfoxide (10 mL) was heated at 100° C. for 12 h. The reaction mixture was cooled to 20° C., and the resulting red oil was diluted with ethyl acetate (200 mL) and extracted with two portions water (200 mL). The organic layer was washed with two portions of (1:1 10% aqueous acetic acid and saturated aqueous sodium chloride... Starting materials: CCn1c(=O)n(-c2ccc(OCc3ccccc3)cc2)c2nccc(C)c21, CCO. Product: CCn1c(=O)n(-c2ccc(O)cc2)c2nccc(C)c21. RXN SMILES: [CH2:1]([c:2]1[cH:3][cH:4][cH:5][cH:6][cH:7]1)[O:8][c:9]1[cH:10][cH:11][c:12](-[n:15]2[c:16](=[O:27])[n:17]([CH2:25][CH3:26])[c:18]3[c:19]2[n:20][cH:21][cH:22][c:23]3[CH3:24])[cH:13][cH:14]1.[CH3:28][CH2:29][OH:30]>>[OH:8][c:9]1[cH:10][cH:11][c:12](-[n:15]2[c:16](=[O:27])[n:17]([CH2:25][CH3:26])[c:18]3[c:19]2[n:20][cH:21][cH:22][c:23]3[CH3:24])[cH:13][cH:14]1. Procedure: To a solution of 300 mg 4-Hydroxy-benzo[b]thiophene-5-carboxylic acid in 5 ml N,N-dimethylformamide were added 42 mg 1-hydroxy-benzotriaziole and 285 mg 2-amino-2-methyl-propionic acid tert-butyl ester hydrochloride. At 0° C. 0.77 ml (600 mg) ethyl-diisopropyl-amine and 444 mg (3-dimethylamino-propyl)-ethyl-carbodiimide hydrochloride were added. After 16 h at room temperature 0.51 ml (400 mg) ethyl-diisopropyl-amine and 444 mg (3-dimethylamino-propyl)-ethyl-carbodiimide hydrochloride were added,... RXN SMILES: [OH:1][C:2]1[C:10]2[CH:9]=[CH:8][S:7][C:6]=2[CH:5]=[CH:4][C:3]=1[C:11]([OH:13])=O.Cl.[C:15]([O:19][C:20](=[O:25])[C:21]([NH2:24])([CH3:23])[CH3:22])([CH3:18])([CH3:17])[CH3:16].C(N(C(C)C)C(C)C)C.Cl.CN(C)CCCN=C=NCC>CN(C)C=O.C(OCC)(=O)C>[C:15]([O:19][C:20](=[O:25])[C:21]([NH:24][C:11]([C:3]1[CH:4]=[CH:5][C:6]2[S:7][CH:8]=[CH:9][C:10]=2[C:2]=1[OH:1])=[O:13])([CH3:23])[CH3:22])([CH3:18])([CH3:16])[CH3:17] |f:1.2,4.5|. Isolated yield 64.5%. Reactants: OC1=C(C=CC=2SC=CC21)C(=O)O (4-Hydroxy-benzo[b]thiophene-5-carboxylic acid), Cl.C(C)(C)(C)OC(C(C)(C)N)=O (2-amino-2-methyl-propionic acid tert-butyl ester hydrochloride), C(C)N(C(C)C)C(C)C (ethyl-diisopropyl-amine), Cl.CN(CCCN=C=NCC)C ((3-dimethylamino-propyl)-ethyl-carbodiimide hydrochloride), C(C)N(C(C)C)C(C)C (ethyl-diisopropyl-amine), Cl.CN(CCCN=C=NCC)C ((3-dimethylamino-propyl)-ethyl-carbodiimide hydrochloride). The solvent is C(C)(=O)OCC (ethyl acetate), CN(C=O)C (N,N-dimethylformamide). Yields the product C(C)(C)(C)OC(C(C)(C)NC(=O)C1=C(C2=C(SC=C2)C=C1)O)=O (2-[(4-hydroxy-benzo[b]thiophene-5-carbonyl)-amino]-2-methyl-propionic acid tert-butyl ester). The reactants are [I-].ClC1=[N+](C=CC=C1)C (2-chloro-N-methyl-pyridinium iodide), C1(=CC=CC=C1)N1C(=C(C2=CC=CC=C12)OC)C(=O)O (N-phenyl-3-methoxyindole-2-carboxylic acid), O (water), C(C)N(CC)CC(CN)O (3-(N,N-diethylamino)-2-hydroxypropylamine). Product: C(C)N(CC)CC(CNC(=O)C=1N(C2=CC=CC=C2C1OC)C1=CC=CC=C1)O (2-[3-(N,N-Diethylamino)-2-hydroxypropylaminocarbonyl]-3-methoxy-1-phenylindole). Procedure: 15 g of 2-chloro-N-methyl-pyridinium iodide in 150 ml of methylene chloride and 14 ml of triethylamine are added to 13.3 g of N-phenyl-3-methoxyindole-2-carboxylic acid, dissolved in 100 ml of methylene chloride, and the mixture is stirred at room temperature for one hour. 7.5 g of 3-(N,N-diethylamino)-2-hydroxypropylamine are then added, and the mixture is stirred at room temperature for a further 3 hours. The reaction solution is added to water and the mixture is extracted with methylene chlor... Conditions: time 1 hour. Solvent: C(Cl)Cl (methylene chloride), C(C)N(CC)CC (triethylamine), C(Cl)Cl (methylene chloride). Reaction SMILES: [I-].ClC1C=CC=C[N+]=1C.[C:10]1([N:16]2[C:24]3[C:19](=[CH:20][CH:21]=[CH:22][CH:23]=3)[C:18]([O:25][CH3:26])=[C:17]2[C:27](O)=[O:28])[CH:15]=[CH:14][CH:13]=[CH:12][CH:11]=1.[CH2:30]([N:32]([CH2:35][CH:36]([OH:39])[CH2:37][NH2:38])[CH2:33][CH3:34])[CH3:31].O>C(Cl)Cl.C(N(CC)CC)C>[CH2:30]([N:32]([CH2:35][CH:36]([OH:39])[CH2:37][NH:38][C:27]([C:17]1[N:16]([C:10]2[CH:11]=[CH:12][CH:13]=[CH:14][CH:15]=2)[C:24]2[C:19]([C:18]=1[O:25][CH3:26])=[CH:20][CH:21]=[CH:22][CH:23]=2)=[O:28])[CH2:33][CH3:34])[CH3:31] |f:0.1|.